Task: describe an organic reaction: reactants, conditions, products, and yield. Dataset: the Open Reaction Database (ORD), a public repository of structured organic reaction records Reactants: N1(N=CN=C1)CCOC1=NC=C(C(=C1)N[C@H]1CC[C@H](CC1)C(=O)NC(C)C)N (cis-4-(2-(2-(1H-1,2,4-triazol-1-yl)ethoxy)-5-aminopyridin-4-ylamino)-N-isopropylcyclohexanecarboxamide), FC1=CC=C(C(=O)/N=C\2/N(C3=C(C=NC(=C3)OCCOC)N2)[C@@H]2CC[C@@H](CC2)C(NC(C)C)=O)C=C1 ((E)-4-fluoro-N-(1-(cis-4-(isopropylcarbamoyl)cyclohexyl)-6-(2-methoxyethoxy)-1H-imidazo[4,5-c]pyridin-2(3H)-ylidene)benzamide). Product: N1(N=CN=C1)CCOC1=CC2=C(C=N1)N/C(/N2[C@@H]2CC[C@@H](CC2)C(NC(C)C)=O)=N\C(C2=CC=C(C=C2)F)=O ((E)-N-(6-(2-(1H-1,2,4-Triazol-1-yl)ethoxy)-1-(cis-4-(isopropylcarbamoyl)cyclohexyl)-1H-imidazo[4,5-c]pyridin-2(3H)-ylidene)-4-fluorobenzamide). The yield is 43.0%. RXN SMILES: [N:1]1([CH2:6][CH2:7][O:8][C:9]2[CH:14]=[C:13]([NH:15][C@@H:16]3[CH2:21][CH2:20][C@H:19]([C:22]([NH:24][CH:25]([CH3:27])[CH3:26])=[O:23])[CH2:18][CH2:17]3)[C:12]([NH2:28])=[CH:11][N:10]=2)[CH:5]=[N:4][CH:3]=[N:2]1.[F:29][C:30]1[CH:64]=[CH:63][C:33]([C:34](/[N:36]=[C:37]2/N([C@H]3CC[C@@H](C(=O)NC(C)C)CC3)C3C=C(OCCOC)N=CC=3N/2)=[O:35])=[CH:32][CH:31]=1>>[N:1]1([CH2:6][CH2:7][O:8][C:9]2[N:10]=[CH:11][C:12]3[NH:28]/[C:37](=[N:36]\[C:34](=[O:35])[C:33]4[CH:63]=[CH:64][C:30]([F:29])=[CH:31][CH:32]=4)/[N:15]([C@H:16]4[CH2:17][CH2:18][C@@H:19]([C:22](=[O:23])[NH:24][CH:25]([CH3:26])[CH3:27])[CH2:20][CH2:21]4)[C:13]=3[CH:14]=2)[CH:5]=[N:4][CH:3]=[N:2]1. Procedure: The title compound was prepared from cis-4-(2-(2-(1H-1,2,4-triazol-1-yl)ethoxy)-5-aminopyridin-4-ylamino)-N-isopropylcyclohexanecarboxamide using a procedure analogous to that used to prepare (E)-4-fluoro-N-(1-(cis-4-(isopropylcarbamoyl)cyclohexyl)-6-(2-methoxyethoxy)-1H-imidazo[4,5-c]pyridin-2(3H)-ylidene)benzamide. Isolated as an off-white solid (62 mg, 43% yield, last step). 1H NMR (400 MHz, DMSO-d6) δ ppm 1.08 (d, J=6.55 Hz, 6H) 1.57-1.62 (m, 2H) 1.69-1.73 (m, 2H) 2.02-2.16 (m, 2H) 2.50-2.51... The reactants are CN(C)CCOc1ccc(Nc2cc(Br)cn(C)c2=O)nc1, CC(=O)OCc1c(B2OC(C)(C)C(C)(C)O2)cc(F)cc1N1CCn2c(cc3c2CCCC3)C1=O, CC(=O)[O-], CC#N, [K+], [K+], [K+], [Na+], O, O=P([O-])([O-])[O-]. Product: CC(=O)OCc1c(-c2cc(Nc3ccc(OCCN(C)C)cn3)c(=O)n(C)c2)cc(F)cc1N1CCn2c(cc3c2CCCC3)C1=O. As a reaction SMILES: [Br:1][c:2]1[cH:3][c:4]([NH:10][c:11]2[n:12][cH:13][c:14]([O:17][CH2:18][CH2:19][N:20]([CH3:21])[CH3:22])[cH:15][cH:16]2)[c:5](=[O:9])[n:6]([CH3:8])[cH:7]1.[C:23]([CH3:24])(=[O:25])[O:26][CH2:27][c:28]1[c:29]([B:49]2[O:50][C:51]([CH3:52])([CH3:53])[C:54]([CH3:55])([CH3:56])[O:57]2)[cH:30][c:31]([F:48])[cH:32][c:33]1[N:34]1[C:35](=[O:47])[c:36]2[n:37]([c:38]3[c:43]([cH:44]2)[CH2:42][CH2:41][CH2:40][CH2:39]3)[CH2:45][CH2:46]1.[C:66]([O-:67])(=[O:68])[CH3:69].[CH3:71][C:72]#[N:73].[K+:63].[K+:64].[K+:65].[Na+:70].[OH2:74].[P:58]([O-:59])([O-:60])([O-:61])=[O:62]>>[c:2]1(-[c:29]2[c:28]([CH2:27][O:26][C:23]([CH3:24])=[O:25])[c:33]([N:34]3[C:35](=[O:47])[c:36]4[n:37]([c:38]5[c:43]([cH:44]4)[CH2:42][CH2:41][CH2:40][CH2:39]5)[CH2:45][CH2:46]3)[cH:32][c:31]([F:48])[cH:30]2)[cH:3][c:4]([NH:10][c:11]2[n:12][cH:13][c:14]([O:17][CH2:18][CH2:19][N:20]([CH3:21])[CH3:22])[cH:15][cH:16]2)[c:5](=[O:9])[n:6]([CH3:8])[cH:7]1.